Dataset: the Open Reaction Database (ORD), a public repository of structured organic reaction records. Task: describe an organic reaction: reactants, conditions, products, and yield The reactants are C1(=CC=CC=C1)N1C(N(C(C1)=O)C)=N (1-phenyl-2-imino-3-methyl-4-oxoimidazolidine), product, C(C)O (ethanol), Cl (HCl). The solvent is CCOCC (ether). Product: Cl.C1(=CC=CC=C1)N1C(N(C(C1)=O)C)=N (1-Phenyl-2-imino-3-methyl-4-oxoimidazolidine hydrochloride). As a reaction SMILES: [C:1]1([N:7]2[CH2:11][C:10](=[O:12])[N:9]([CH3:13])[C:8]2=[NH:14])[CH:6]=[CH:5][CH:4]=[CH:3][CH:2]=1.C(O)C.[ClH:18]>CCOCC>[ClH:18].[C:1]1([N:7]2[CH2:11][C:10](=[O:12])[N:9]([CH3:13])[C:8]2=[NH:14])[CH:2]=[CH:3][CH:4]=[CH:5][CH:6]=1 |f:4.5|. Procedure: 1.0 g. of 1-phenyl-2-imino-3-methyl-4-oxoimidazolidine was dissolved in 20 ml. of hot ethanol. This solution was added to 25 ml. of ethanolic HCl. No precipitate formed. This solution was then added to an excess of ether and the product precipitated. This was filtered and dried to give 1.0 g. (85%) of product, m.p. 279°-281° C.